This data is from the Open Reaction Database (ORD), a public repository of structured organic reaction records. The task is: describe an organic reaction: reactants, conditions, products, and yield Reactants: CC1(CC1)C=O (1-Methyl-cyclopropanecarbaldehyde), [Na] (sodium), COC(C(Cl)Cl)=O (methyldichloroacetate), NC(=S)N (thiourea). Run in CO (methanol), CO (methanol), C(C)OCC (diethyl ether). Reaction conditions: temperature 0 celsius, time 4 hour. Yields the product COC(=O)C=1N=C(SC1C1(CC1)C)N (2-Amino-5-(1-methyl-cyclopropyl)-thiazole-4-carboxylic acid methyl ester). RXN SMILES: [CH3:1][C:2]1([CH:5]=O)[CH2:4][CH2:3]1.[CH3:7][O:8][C:9](=[O:13])[CH:10](Cl)Cl.[Na].[NH2:15][C:16]([NH2:18])=[S:17]>C(OCC)C.CO>[CH3:7][O:8][C:9]([C:10]1[N:15]=[C:16]([NH2:18])[S:17][C:5]=1[C:2]1([CH3:1])[CH2:3][CH2:4]1)=[O:13] |^1:13|. Reported procedure: Combine 1-Methyl-cyclopropanecarbaldehyde (4.88 g, 58.01 mmol) and methyldichloroacetate (5.46 mL, 52.74 mmol) in diethyl ether (20 mL); cool to 0° C. Add dropwise a solution of sodium (1.21 g, 52.74 mmol) in methanol (20 mL). Stir the reaction mixture for 4 hours at 0° C. under N2. Extract the mixture with diethyl ether versus water. Dry the resulting organics over magnesium sulfate, filter, and concentrate to a clear liquid. Combine the liquid with thiourea (4.42 g, 58.01 mmol) in methanol (25... Starting materials: COC1=CC=C(C=C1)CCCCCCBr (6-(4-methoxyphenyl)-hexyl bromide), suspension, [H-].[Na+] (sodium hydride), CC(C)OC(=O)C1=C(C2=C(NC3=CC=CC(=C23)OCC2=CC=CC=C2)C=N1)COC (5-benzyloxy-4-methoxymethyl-9H-pyrido[3,4-b]indole-3-carboxylic acid-(1-methylethyl)-ester). Run in O1CCCC1 (tetrahydrofuran). Run at temperature 0 celsius, time 10 minute. Product: CC(C)OC(=O)C1=C(C2=C(N(C3=CC=CC(=C23)OCC2=CC=CC=C2)CCCCCCC2=CC=C(C=C2)OC)C=N1)COC (5-benzyloxy-4-methoxymethyl-9-[6-(4-methoxyphenyl)-hexyl]-9H-pyrido[3,4-b]indole-3-carboxylic acid-(1-methylethyl)-ester). Yield: 55.5%. RXN SMILES: [H-].[Na+].[CH3:3][CH:4]([O:6][C:7]([C:9]1[N:29]=[CH:28][C:12]2[NH:13][C:14]3[C:19]([C:11]=2[C:10]=1[CH2:30][O:31][CH3:32])=[C:18]([O:20][CH2:21][C:22]1[CH:27]=[CH:26][CH:25]=[CH:24][CH:23]=1)[CH:17]=[CH:16][CH:15]=3)=[O:8])[CH3:5].[CH3:33][O:34][C:35]1[CH:40]=[CH:39][C:38]([CH2:41][CH2:42][CH2:43][CH2:44][CH2:45][CH2:46]Br)=[CH:37][CH:36]=1>O1CCCC1>[CH3:5][CH:4]([O:6][C:7]([C:9]1[N:29]=[CH:28][C:12]2[N:13]([CH2:46][CH2:45][CH2:44][CH2:43][CH2:42][CH2:41][C:38]3[CH:37]=[CH:36][C:35]([O:34][CH3:33])=[CH:40][CH:39]=3)[C:14]3[C:19]([C:11]=2[C:10]=1[CH2:30][O:31][CH3:32])=[C:18]([O:20][CH2:21][C:22]1[CH:27]=[CH:26][CH:25]=[CH:24][CH:23]=1)[CH:17]=[CH:16][CH:15]=3)=[O:8])[CH3:3] |f:0.1|. Procedure: 10 mg of an 80% suspension of sodium hydride in oil is mixed with 10 ml of tetrahydrofuran and to 0° C. 404.5 mg of 5-benzyloxy-4-methoxymethyl-9H-pyrido[3,4-b]indole-3-carboxylic acid-(1-methylethyl)-ester is added to the suspension, it is stirred for 10 minutes at 0° C., mixed with 406 mg of 6-(4-methoxyphenyl)-hexyl bromide, and the reaction mixture is stirred for 16 hours at room temperature. After the reaction mixture is worked up as described, 330 mg of 5-benzyloxy-4-methoxymethyl-9-[6-(4-... Starting materials: Cl (HCl), ClC1=C(C=C2C(=NN(C2=C1)COCC[Si](C)(C)C)NC(=O)NC1=CC=CC=C1)C1=CC=CC=C1 (1-[6-chloro-5-phenyl-1-(2-trimethylsilanylethoxymethyl)-1H-indazol-3-yl]-3-phenylurea). Solvent: CO (methanol). Reaction conditions: time 48 hour. The product is ClC1=C(C=C2C(=NNC2=C1)NC(=O)NC1=CC=CC=C1)C1=CC=CC=C1 (N-(6-chloro-5-phenyl-1H-indazol-3-yl)-N′-phenylurea). Yield: 105.1%. RXN SMILES: Cl.[Cl:2][C:3]1[CH:11]=[C:10]2[C:6]([C:7]([NH:20][C:21]([NH:23][C:24]3[CH:29]=[CH:28][CH:27]=[CH:26][CH:25]=3)=[O:22])=[N:8][N:9]2COCC[Si](C)(C)C)=[CH:5][C:4]=1[C:30]1[CH:35]=[CH:34][CH:33]=[CH:32][CH:31]=1>CO>[Cl:2][C:3]1[CH:11]=[C:10]2[C:6]([C:7]([NH:20][C:21]([NH:23][C:24]3[CH:29]=[CH:28][CH:27]=[CH:26][CH:25]=3)=[O:22])=[N:8][NH:9]2)=[CH:5][C:4]=1[C:30]1[CH:35]=[CH:34][CH:33]=[CH:32][CH:31]=1. Procedure details: 1 ml of 2N HCl is added to a solution of 106 mg of 1-[6-chloro-5-phenyl-1-(2-trimethylsilanylethoxymethyl)-1H-indazol-3-yl]-3-phenylurea in 12 cm3 of methanol. The reaction medium is stirred at ambient temperature for 48 hours and at reflux for 5 hours, then evaporated. The solid obtained is dried under vacuum to give 82 mg of N-(6-chloro-5-phenyl-1H-indazol-3-yl)-N′-phenylurea (colorless solid). Starting materials: OC=1C=C(N)C=CC1 (3-hydroxyaniline), ClC1=NC=C(C(=N1)NC1=CC(=CC=C1)OC(F)(F)F)F (2-chloro-5-fluoro-N4-(3-trifluoromethoxyphenyl)-4-pyrimidineamine). The product is FC=1C(=NC(=NC1)NC1=CC(=CC=C1)O)NC1=CC(=CC=C1)OC(F)(F)F (5-fluoro-N2-(3-hydroxyphenyl)-N4-(3-trifluoromethoxyphenyl)-2,4-pyrimidinediamine). As a reaction SMILES: [OH:1][C:2]1[CH:3]=[C:4]([CH:6]=[CH:7][CH:8]=1)[NH2:5].Cl[C:10]1[N:15]=[C:14]([NH:16][C:17]2[CH:22]=[CH:21][CH:20]=[C:19]([O:23][C:24]([F:27])([F:26])[F:25])[CH:18]=2)[C:13]([F:28])=[CH:12][N:11]=1>>[F:28][C:13]1[C:14]([NH:16][C:17]2[CH:22]=[CH:21][CH:20]=[C:19]([O:23][C:24]([F:27])([F:25])[F:26])[CH:18]=2)=[N:15][C:10]([NH:5][C:4]2[CH:6]=[CH:7][CH:8]=[C:2]([OH:1])[CH:3]=2)=[N:11][CH:12]=1. Procedure: In like manner to the preparation of N4-(3-chloro-4-trifluoromethoxyphenyl)-5-fluoro-N2-(3-hydroxyphenyl)-2,4-pyrimidineamine, the reaction of 3-hydroxyaniline with 2-chloro-5-fluoro-N4-(3-trifluoromethoxyphenyl)-4-pyrimidineamine gave 5-fluoro-N2-(3-hydroxyphenyl)-N4-(3-trifluoromethoxyphenyl)-2,4-pyrimidinediamine. 1H NMR (DMSO-d6): δ 9.99 (bs, 1H), 9.61 (bs, 1H), 8.21 (d, 1H, J=4.2 Hz), 7.93 (bd, 1H, J=7.5 Hz), 7.78 (s, 1H), 7.43 (t, 1H, J=8.4 Hz), 7.03 (m, 4H), 6.43 (m, 1H); 19F NMR (DMSO-d6... Starting materials: C=CC1=CC=CC=C1 (styrene), C(C(=C)C)(=O)O (methacrylic acid), SC(C)O (mercaptoethanol), C(C(C)O)O (propylene glycol), C(C)(=O)OOC(C)(C)C (t-butyl peracetate), at150, C(C)(=O)OOC(C)(C)C (t-butyl peracetate). Reaction conditions: temperature 150 celsius. Product: C(=CC1=CC=CC=C1)CC(C(=O)O)=C (STYRENE-METHACRYLIC ACID). Reaction SMILES: C(O)C(O)C.[CH2:6]=[CH:7][C:8]1[CH:13]=[CH:12][CH:11]=[CH:10][CH:9]=1.[C:14]([OH:19])(=[O:18])[C:15]([CH3:17])=[CH2:16].SC(O)C.C(OOC(C)(C)C)(=O)C>>[CH:6]([CH2:17][C:15](=[CH2:16])[C:14]([OH:19])=[O:18])=[CH:7][C:8]1[CH:13]=[CH:12][CH:11]=[CH:10][CH:9]=1. Procedure: A 1-liter, four-necked, round bottomed flask equipped with a mechanical stirrer, two addition funnels, a distillation head with a variable takeoff, a thermometer, a nitrogen inlet, and a heating mantle atop a thermosensor-controlled pot lifter is charged with 300 g of propylene glycol. This heel charge is heated to 150° C. under nitrogen. The monomer charge (135 g styrene, 165 g methacrylic acid, and 3 g mercaptoethanol) is gradually charged over 5 hours. Simultaneously, the initiator solution (... The reactants are Cc1ccc(N)cc1C, N#Cc1ccccc1. Yields the product Cc1ccc(NC(=N)c2ccccc2)cc1C. Reaction SMILES: [CH3:9][c:10]1[cH:11][cH:12][c:13]([NH2:14])[cH:15][c:16]1[CH3:17].[N:1]#[C:2][c:3]1[cH:4][cH:5][cH:6][cH:7][cH:8]1>>[NH:1]=[C:2]([c:3]1[cH:4][cH:5][cH:6][cH:7][cH:8]1)[NH:14][c:13]1[cH:12][cH:11][c:10]([CH3:9])[c:16]([CH3:17])[cH:15]1. The reactants are N[C@H](C(=O)NC1=C(C=C(C=C1F)F)F)CC1=CC=CC=C1 ((S)-α-Amino-N-(2,4,6-trifluorophenyl)benzenepropanamide), C(CCC)N=C=O (n-butylisocyanate). The product is C(CCC)NC(=O)N[C@H](C(=O)NC1=C(C=C(C=C1F)F)F)CC1=CC=CC=C1 ((S)-α-[[(Butylamino)carbonyl]amino]N-(2,4,6-trifluorophenyl)benzenepropanamide). As a reaction SMILES: [NH2:1][C@@H:2]([CH2:15][C:16]1[CH:21]=[CH:20][CH:19]=[CH:18][CH:17]=1)[C:3]([NH:5][C:6]1[C:11]([F:12])=[CH:10][C:9]([F:13])=[CH:8][C:7]=1[F:14])=[O:4].[CH2:22]([N:26]=[C:27]=[O:28])[CH2:23][CH2:24][CH3:25]>>[CH2:22]([NH:26][C:27]([NH:1][C@@H:2]([CH2:15][C:16]1[CH:21]=[CH:20][CH:19]=[CH:18][CH:17]=1)[C:3]([NH:5][C:6]1[C:7]([F:14])=[CH:8][C:9]([F:13])=[CH:10][C:11]=1[F:12])=[O:4])=[O:28])[CH2:23][CH2:24][CH3:25]. Procedure details: Following the procedure of Example 58 only using the product of Example 50 and n-butylisocyanate, the title compound was obtained, mp 217°-218° C.